Dataset: the Open Reaction Database (ORD), a public repository of structured organic reaction records. Task: describe an organic reaction: reactants, conditions, products, and yield Starting materials: NC1=NC(=NN1)C(=O)OC (Methyl 5-amino-1H-1,2,4-triazole-3-carboxylate), N1(CCCCC1)CC=1C=C(OCCCC=O)C=CC1 (4-[3-(1-piperidinylmethyl)phenoxy]butanal), C(C)O (ethanol), [BH4-].[Na+] (sodium borohydride). Run at time 15 hour. The product is N1(CCCCC1)CC=1C=C(OCCCCNC2=NC(=NN2)C(=O)OCC)C=CC1 (Ethyl 5-[4-[3-(1-piperidinylmethyl)phenoxy]butyl]amino-1H-1,2,4-triazole-3-carboxylate). RXN SMILES: [NH2:1][C:2]1[NH:6][N:5]=[C:4]([C:7]([O:9][CH3:10])=[O:8])[N:3]=1.[N:11]1([CH2:17][C:18]2[CH:19]=[C:20]([CH:27]=[CH:28][CH:29]=2)[O:21][CH2:22][CH2:23][CH2:24][CH:25]=O)[CH2:16][CH2:15][CH2:14][CH2:13][CH2:12]1.[BH4-].[Na+].[CH2:32](O)C>>[N:11]1([CH2:17][C:18]2[CH:19]=[C:20]([CH:27]=[CH:28][CH:29]=2)[O:21][CH2:22][CH2:23][CH2:24][CH2:25][NH:1][C:2]2[NH:6][N:5]=[C:4]([C:7]([O:9][CH2:10][CH3:32])=[O:8])[N:3]=2)[CH2:16][CH2:15][CH2:14][CH2:13][CH2:12]1 |f:2.3|. Procedure details: Methyl 5-amino-1H-1,2,4-triazole-3-carboxylate (0.568 g) and 4-[3-(1-piperidinylmethyl)phenoxy]butanal in ethanol (40 ml) were heated at reflux for 2 h. The cooled reaction mixture was treated with sodium borohydride (0.4 g) and stirred at room temperature for 15 h. The solvent was evaporated and the residue was dissolved in 2N hydrochloric acid which was washed with ethyl acetate, basified with sodium carbonate and extracted with ethyl acetate. The combined organic extracts were evaporated to y...